From a dataset of the Open Reaction Database (ORD), a public repository of structured organic reaction records. describe an organic reaction: reactants, conditions, products, and yield Starting materials: C1(CCCC1)CCCCCCCCCCN(C)CCCN(C)C (N-Cyclopentyldecyl-N-[3-(dimethylamino)propyl]-N-methylamine), C(CCC(=O)O)(=O)O (succinic acid). Run in CO (methanol), CO (methanol). Conditions: time 18 hour. Product: C(CCC(=O)O)(=O)O.C(CCC(=O)O)(=O)O.C1(CCCC1)CCCCCCCCCCN(C)CCCN(C)C (N-Cyclopentyldecyl-N-(3-dimethylaminopropyl)-N-methylamine, disuccinate salt). As a reaction SMILES: [CH:1]1([CH2:6][CH2:7][CH2:8][CH2:9][CH2:10][CH2:11][CH2:12][CH2:13][CH2:14][CH2:15][N:16]([CH2:18][CH2:19][CH2:20][N:21]([CH3:23])[CH3:22])[CH3:17])[CH2:5][CH2:4][CH2:3][CH2:2]1.[C:24]([OH:31])(=[O:30])[CH2:25][CH2:26][C:27]([OH:29])=[O:28]>CO>[C:24]([OH:31])(=[O:30])[CH2:25][CH2:26][C:27]([OH:29])=[O:28].[C:24]([OH:31])(=[O:30])[CH2:25][CH2:26][C:27]([OH:29])=[O:28].[CH:1]1([CH2:6][CH2:7][CH2:8][CH2:9][CH2:10][CH2:11][CH2:12][CH2:13][CH2:14][CH2:15][N:16]([CH2:18][CH2:19][CH2:20][N:21]([CH3:23])[CH3:22])[CH3:17])[CH2:5][CH2:4][CH2:3][CH2:2]1 |f:3.4.5|. Procedure: The diamine of Example 40 (274 mg) in methanol (3 ml) is treated with succinic acid (283 mg) in methanol (3 ml). The reaction is stirred at 20°-25° for 18 hours. A white precipitate forms which is collected by filtration. This is then recrystallized from methanol-diethyl ether to give a solid, mp 164°-166° C. Second crop mp 164°-165° C. (PLA2) The reactants are C(#N)CCN1[C@H](C(=O)OC)C[C@H](C1)O (methyl (4R)-1-(2-cyanoethyl)-4-hydroxy-L-prolinate), N1C=NC=C1 (imidazole), C(C)[Si](CC)(CC)Cl (triethylsilyl chloride). The solvent is CN(C=O)C (N,N-dimethylformamide). Run at time 16 hour. Product: C(C)[Si](O[C@@H]1C[C@@H]2N(CCCNC2=O)C1)(CC)CC ((8R,9aS)-8-[(triethylsilyl)oxy]octahydro-1H-pyrrolo[1,2-a][1,4]diazepin-1-one), solid. Yield: 51.0%. Reaction SMILES: [C:1]([CH2:3][CH2:4][N:5]1[CH2:13][C@H:12]([OH:14])[CH2:11][C@H:6]1[C:7]([O:9]C)=O)#[N:2].N1C=CN=C1.[CH2:20]([Si:22](Cl)([CH2:25][CH3:26])[CH2:23][CH3:24])[CH3:21]>CN(C)C=O>[CH2:20]([Si:22]([CH2:25][CH3:26])([CH2:23][CH3:24])[O:14][C@H:12]1[CH2:13][N:5]2[CH2:4][CH2:3][CH2:1][NH:2][C:7](=[O:9])[C@@H:6]2[CH2:11]1)[CH3:21]. Reported procedure: To a solution of the product from Example 1, Part B (0.33 g, 1.94 mmol) in anhydrous N,N-dimethylformamide (10 mL) was added imidazole (0.264 g, 3.88 mmol) and triethylsilyl chloride (0.488 mL, 2.91 mmol). The resulting solution was stirred at room temperature for 16 hours. The mixture was partitioned between ethyl acetate (50 mL) and water (2×50 mL), and the organic extract was dried over Na2SO4. The drying agent was removed by filtration, and the filtrate was concentrated in vacuo to give a cr...